From a dataset of the Open Reaction Database (ORD), a public repository of structured organic reaction records. describe an organic reaction: reactants, conditions, products, and yield Starting materials: OCC=C(c1ccc(Br)cc1)c1ccc(Br)cc1, CCOC(=O)C(Cc1ccc(O)cc1)OCC, c1ccc(P(c2ccccc2)c2ccccc2)cc1. Product: CCOC(=O)C(Cc1ccc(OCC=C(c2ccc(Br)cc2)c2ccc(Br)cc2)cc1)OCC. RXN SMILES: [Br:1][c:2]1[cH:3][cH:4][c:5]([C:8](=[CH:9][CH2:10][OH:11])[c:12]2[cH:13][cH:14][c:15]([Br:18])[cH:16][cH:17]2)[cH:6][cH:7]1.[CH2:38]([CH3:39])[O:40][C:41]([CH:42]([CH2:43][c:44]1[cH:45][cH:46][c:47]([OH:50])[cH:48][cH:49]1)[O:51][CH2:52][CH3:53])=[O:54].[c:19]1([P:20]([c:21]2[cH:22][cH:23][cH:24][cH:25][cH:26]2)[c:27]2[cH:28][cH:29][cH:30][cH:31][cH:32]2)[cH:33][cH:34][cH:35][cH:36][cH:37]1>>[Br:1][c:2]1[cH:3][cH:4][c:5]([C:8](=[CH:9][CH2:10][O:11][c:47]2[cH:46][cH:45][c:44]([CH2:43][CH:42]([C:41]([O:40][CH2:38][CH3:39])=[O:54])[O:51][CH2:52][CH3:53])[cH:49][cH:48]2)[c:12]2[cH:13][cH:14][c:15]([Br:18])[cH:16][cH:17]2)[cH:6][cH:7]1. The reactants are [Cl-].[NH4+] (ammonium chloride), COC(CC1=CC(=C(C=C1)C#N)F)=O ((4-Cyano-3-fluoro-phenyl)-acetic acid methyl ester), CI (methyliodide), C[Si](C)(C)[N-][Si](C)(C)C.[Li+] (Lithium bis(trimethylsilyl)amide). Solvent: O1CCCC1 (tetrahydrofuran). Yields the product COC(C(C)C1=CC(=C(C=C1)C#N)F)=O (2-(4-Cyano-3-fluoro-phenyl)-propionic acid methyl ester). RXN SMILES: [CH3:1][O:2][C:3](=[O:14])[CH2:4][C:5]1[CH:10]=[CH:9][C:8]([C:11]#[N:12])=[C:7]([F:13])[CH:6]=1.[CH3:15][Si]([N-][Si](C)(C)C)(C)C.[Li+].CI.[Cl-].[NH4+]>O1CCCC1>[CH3:1][O:2][C:3](=[O:14])[CH:4]([C:5]1[CH:10]=[CH:9][C:8]([C:11]#[N:12])=[C:7]([F:13])[CH:6]=1)[CH3:15] |f:1.2,4.5|. Procedure details: (4-Cyano-3-fluoro-phenyl)-acetic acid methyl ester (3.06 g, 15.84 mmol) was dissolved in anhydrous tetrahydrofuran (60 mL) and cooled in a dry ice-acetone bath. Lithium bis(trimethylsilyl)amide (1.0 M in tetrahydrofuran, 17.42 mL) was added under a nitrogen atmosphere. The solution was stirred for 1 h, at which point methyliodide (4.91 mL) was added dropwise. The reaction was allowed to warm to ambient temperature while stirring. Upon reaction completion satd. aq. ammonium chloride (100 mL) was ... Starting materials: BrC1=CC=C(C=C1)[C@@H]1CN(CCO1)C(=O)OC(C)(C)C ((R)-tert-butyl 2-(4-bromophenyl)morpholine-4-carboxylate), C1(=CC=CC=C1)C(=N)C1=CC=CC=C1 (diphenylmethanimine), CC(C)([O-])C.[Na+] (sodium tert-butoxide). The reagents and catalysts are C=1C=CC(=CC1)/C=C/C(=O)/C=C/C2=CC=CC=C2.C=1C=CC(=CC1)/C=C/C(=O)/C=C/C2=CC=CC=C2.C=1C=CC(=CC1)/C=C/C(=O)/C=C/C2=CC=CC=C2.[Pd].[Pd] (Pd2(dba)3), C=1C=CC(=CC1)P(C=2C=CC=CC2)C3=CC=C4C=CC=CC4=C3C5=C6C=CC=CC6=CC=C5P(C=7C=CC=CC7)C=8C=CC=CC8 (BINAP). Solvent: C1(=CC=CC=C1)C (toluene), C1(=CC=CC=C1)C (toluene). Reaction conditions: temperature 90 celsius, time 18 hour. Product: C1(=CC=CC=C1)C(C1=CC=CC=C1)=NC1=CC=C(C=C1)[C@@H]1CN(CCO1)C(=O)OC(C)(C)C ((R)-tert-butyl 2-(4-(diphenylmethyleneamino)phenyl)morpholine-4-carboxylate). Yield: 88.0%. As a reaction SMILES: Br[C:2]1[CH:7]=[CH:6][C:5]([C@H:8]2[O:13][CH2:12][CH2:11][N:10]([C:14]([O:16][C:17]([CH3:20])([CH3:19])[CH3:18])=[O:15])[CH2:9]2)=[CH:4][CH:3]=1.[C:21]1([C:27]([C:29]2[CH:34]=[CH:33][CH:32]=[CH:31][CH:30]=2)=[NH:28])[CH:26]=[CH:25][CH:24]=[CH:23][CH:22]=1.CC(C)([O-])C.[Na+]>C1(C)C=CC=CC=1.C1C=CC(/C=C/C(/C=C/C2C=CC=CC=2)=O)=CC=1.C1C=CC(/C=C/C(/C=C/C2C=CC=CC=2)=O)=CC=1.C1C=CC(/C=C/C(/C=C/C2C=CC=CC=2)=O)=CC=1.[Pd].[Pd].C1C=CC(P(C2C(C3C(P(C4C=CC=CC=4)C4C=CC=CC=4)=CC=C4C=3C=CC=C4)=C3C(C=CC=C3)=CC=2)C2C=CC=CC=2)=CC=1>[C:21]1([C:27](=[N:28][C:2]2[CH:7]=[CH:6][C:5]([C@H:8]3[O:13][CH2:12][CH2:11][N:10]([C:14]([O:16][C:17]([CH3:20])([CH3:19])[CH3:18])=[O:15])[CH2:9]3)=[CH:4][CH:3]=2)[C:29]2[CH:30]=[CH:31][CH:32]=[CH:33][CH:34]=2)[CH:26]=[CH:25][CH:24]=[CH:23][CH:22]=1 |f:2.3,5.6.7.8.9|. Reported procedure: (R)-tert-butyl 2-(4-bromophenyl)morpholine-4-carboxylate (5.4 g, 15.8 mmol), diphenylmethanimine (3.43 g, 3.17 ml, 18.9 mmol), BINAP (737 mg, 1.18 mmol) and Pd2(dba)3 (361 mg, 0.39 mmol) were dissolved under Argon in dry and de-aerated toluene (108 ml) and treated with sodium tert-butoxide (2.12 g, 22.1 mmol). The dark brown mixture was stirred at 90° C. for 18 h. The yellow/brown reaction mixture was diluted with toluene (100 ml), cooled to rt and extracted twice with water. The organic layer w...